From a dataset of the Open Reaction Database (ORD), a public repository of structured organic reaction records. describe an organic reaction: reactants, conditions, products, and yield Starting materials: ClC1=C(C(=C(C=C1Cl)Cl)Cl)O (2,3,5,6-tetrachlorophenol), IC=1C=C(C#N)C=C(C1O)I (3,5-diiodo-4-hydroxylbenzonitrile), DIHQ, C1(O)=CC=C(O)C=C1 (hydroquinone), PcpB oxidized 2,4,6-triiodophenol, DIHQ, 2,6-diiodo-p-hydroquinone, TeCH, C1=CC=C(C=C1)S(=O)(=O)OC2=CC=C(C=C2)Cl (PcpB), substituted phenol, TeCH. Yields the product ClC1=C(C(=CC=C1Cl)Cl)O (2,3,6-trichlorophenol), C1=CC=C(C=C1)S(=O)(=O)OC2=CC=C(C=C2)Cl (PcpB). RXN SMILES: [CH:1]1[CH:6]=[CH:5][C:4]([S:7]([O:10][C:11]2[CH:16]=[CH:15][C:14]([Cl:17])=[CH:13][CH:12]=2)(=[O:9])=[O:8])=[CH:3][CH:2]=1.C1(C=CC(O)=CC=1)O.[Cl:26][C:27]1[C:32]([Cl:33])=[CH:31][C:30](Cl)=[C:29]([Cl:35])[C:28]=1[OH:36].IC1C=C(C=C(I)C=1O)C#N>>[Cl:26][C:27]1[C:32]([Cl:33])=[CH:31][CH:30]=[C:29]([Cl:35])[C:28]=1[OH:36].[CH:1]1[CH:2]=[CH:3][C:4]([S:7]([O:10][C:11]2[CH:16]=[CH:15][C:14]([Cl:17])=[CH:13][CH:12]=2)(=[O:9])=[O:8])=[CH:5][CH:6]=1. Procedure: In all cases examined, PcpB converted the substituted phenol to the corresponding hydroquinone. PCP and 2,3,5,6-tetrachlorophenol were converted to a compound with the same HPLC retention time as that of TeCH (Xun and Orser, 1991c). TeCH was confirmed as the end-product by GC/MS (data not shown). PcpB oxidized 2,4,6-triiodophenol (TIP) to a product with a retention time of 7.75 min. by GC analysis and mass spectrum consistent with that expected for 2,6-diiodo-p-hydroquinone (DIHQ, molecular form... The reactants are CCCCCO, COc1cc(-c2c(-c3ccc(F)cc3)nc3ccc(Cl)nn23)ccn1, OCCN1CCNCC1. Product: COc1cc(-c2c(-c3ccc(F)cc3)nc3ccc(N4CCN(CCO)CC4)nn23)ccn1. As a reaction SMILES: [CH2:35]([OH:36])[CH2:37][CH2:38][CH2:39][CH3:40].[Cl:1][c:2]1[cH:3][cH:4][c:5]2[n:6]([n:7]1)[c:8](-[c:18]1[cH:19][c:20]([O:24][CH3:25])[n:21][cH:22][cH:23]1)[c:9](-[c:11]1[cH:12][cH:13][c:14]([F:17])[cH:15][cH:16]1)[n:10]2.[N:26]1([CH2:32][CH2:33][OH:34])[CH2:27][CH2:28][NH:29][CH2:30][CH2:31]1>>[c:2]1([N:29]2[CH2:28][CH2:27][N:26]([CH2:32][CH2:33][OH:34])[CH2:31][CH2:30]2)[cH:3][cH:4][c:5]2[n:6]([n:7]1)[c:8](-[c:18]1[cH:19][c:20]([O:24][CH3:25])[n:21][cH:22][cH:23]1)[c:9](-[c:11]1[cH:12][cH:13][c:14]([F:17])[cH:15][cH:16]1)[n:10]2. The reactants are COC(=O)c1ccc(Br)c(C)c1, O=C([O-])[O-], COc1ccc(B(O)O)c(OC)c1, Cc1ccccc1, CCOC(C)=O, [K+], [K+], O, c1ccc(P(c2ccccc2)(c2ccccc2)[Pd](P(c2ccccc2)(c2ccccc2)c2ccccc2)(P(c2ccccc2)(c2ccccc2)c2ccccc2)P(c2ccccc2)(c2ccccc2)c2ccccc2)cc1. Yields the product COC(=O)c1ccc(-c2ccc(OC)cc2OC)c(C)c1. Reaction SMILES: [Br:1][c:2]1[c:3]([CH3:12])[cH:4][c:5]([C:6](=[O:7])[O:8][CH3:9])[cH:10][cH:11]1.[C:26](=[O:27])([O-:28])[O-:29].[CH3:13][O:14][c:15]1[c:16]([B:23]([OH:24])[OH:25])[cH:17][cH:18][c:19]([O:21][CH3:22])[cH:20]1.[CH3:33][c:34]1[cH:35][cH:36][cH:37][cH:38][cH:39]1.[CH3:40][CH2:41][O:42][C:43]([CH3:44])=[O:45].[K+:30].[K+:31].[OH2:32].[cH:46]1[cH:47][cH:48][c:49]([P:50]([Pd:51]([P:52]([c:53]2[cH:54][cH:55][cH:56][cH:57][cH:58]2)([c:59]2[cH:60][cH:61][cH:62][cH:63][cH:64]2)[c:65]2[cH:66][cH:67][cH:68][cH:69][cH:70]2)([P:71]([c:72]2[cH:73][cH:74][cH:75][cH:76][cH:77]2)([c:78]2[cH:79][cH:80][cH:81][cH:82][cH:83]2)[c:84]2[cH:85][cH:86][cH:87][cH:88][cH:89]2)[P:90]([c:91]2[cH:92][cH:93][cH:94][cH:95][cH:96]2)([c:97]2[cH:98][cH:99][cH:100][cH:101][cH:102]2)[c:103]2[cH:104][cH:105][cH:106][cH:107][cH:108]2)([c:109]2[cH:110][cH:111][cH:112][cH:113][cH:114]2)[c:115]2[cH:116][cH:117][cH:118][cH:119][cH:120]2)[cH:121][cH:122]1>>[c:2]1(-[c:16]2[c:15]([O:14][CH3:13])[cH:20][c:19]([O:21][CH3:22])[cH:18][cH:17]2)[c:3]([CH3:12])[cH:4][c:5]([C:6](=[O:7])[O:8][CH3:9])[cH:10][cH:11]1. Reported procedure: The title compound was prepared using the method of Example 247 starting from 1-methyl-1H-imidazole-4-carboxylic acid and (S)-4-[1-(2-aminopropyl)-1H-pyrazol-3-yl]-2-chloro-6-fluorobenzonitrile (which can be prepared according to Example 34(c)). The crude product was purified by flash chromatography on silica gel by using CH2Cl2-MeOH as a gradient eluent (100:0-99:1). The resulting product was triturated in diethyl ether at RT to afford the title product. 1H NMR (400 MHz, DMSO-d6): 1.21 (31-1, d... As a reaction SMILES: [CH3:1][N:2]1[CH:6]=[C:5]([C:7]([OH:9])=O)[N:4]=[CH:3]1.[NH2:10][C@@H:11]([CH3:28])[CH2:12][N:13]1[CH:17]=[CH:16][C:15]([C:18]2[CH:25]=[C:24]([F:26])[C:21]([C:22]#[N:23])=[C:20]([Cl:27])[CH:19]=2)=[N:14]1>>[Cl:27][C:20]1[CH:19]=[C:18]([C:15]2[CH:16]=[CH:17][N:13]([CH2:12][C@@H:11]([NH:10][C:7]([C:5]3[N:4]=[CH:3][N:2]([CH3:1])[CH:6]=3)=[O:9])[CH3:28])[N:14]=2)[CH:25]=[C:24]([F:26])[C:21]=1[C:22]#[N:23]. Product: ClC=1C=C(C=C(C1C#N)F)C1=NN(C=C1)C[C@H](C)NC(=O)C=1N=CN(C1)C ((S)—N-{1-[3-(3-Chloro-4-cyano-5-fluorophenyl)-1H-pyrazol-1-yl]propan-2-yl}-1-methyl-1H-imidazole-4-carboxamide). Reactants: CN1C=NC(=C1)C(=O)O (1-methyl-1H-imidazole-4-carboxylic acid), N[C@H](CN1N=C(C=C1)C1=CC(=C(C#N)C(=C1)F)Cl)C ((S)-4-[1-(2-aminopropyl)-1H-pyrazol-3-yl]-2-chloro-6-fluorobenzonitrile).